This data is from the Open Reaction Database (ORD), a public repository of structured organic reaction records. The task is: describe an organic reaction: reactants, conditions, products, and yield The reactants are CNC(=O)NC, O=C=Nc1ccccc1F, Cc1ccccc1C. Yields the product CNC(=O)N(C)C(=O)Nc1ccccc1F. Reaction SMILES: [CH3:1][NH:2][C:3](=[O:4])[NH:5][CH3:6].[F:7][c:8]1[c:9]([N:14]=[C:15]=[O:16])[cH:10][cH:11][cH:12][cH:13]1.[c:17]1([CH3:18])[c:19]([CH3:20])[cH:21][cH:22][cH:23][cH:24]1>>[CH3:1][NH:2][C:3](=[O:4])[N:5]([CH3:6])[C:15]([NH:14][c:9]1[c:8]([F:7])[cH:13][cH:12][cH:11][cH:10]1)=[O:16]. Starting materials: COC=1N=CC(=NC1OC)N1CC2=C(CC1)N=C(S2)N (5-(5,6-dimethoxypyrazin-2-yl)-4,5,6,7-tetrahydrothiazolo[5,4-c]pyridin-2-amine), CCN(C(C)C)C(C)C (DIEA), C(C)(=O)OC(C)=O (acetic anhydride). The solvent is C(Cl)Cl (DCM). Yield: 49.2%. The product is COC=1N=CC(=NC1OC)N1CC2=C(CC1)N=C(S2)NC(C)=O (N-(4,5,6,7-tetrahydro-5-(5,6-dimethoxypyrazin-2-yl)thiazolo[5,4-c]pyridin-2-yl)acetamide). Conditions: time 150 minute. As a reaction SMILES: [CH3:1][O:2][C:3]1[N:4]=[CH:5][C:6]([N:11]2[CH2:16][CH2:15][C:14]3[N:17]=[C:18]([NH2:20])[S:19][C:13]=3[CH2:12]2)=[N:7][C:8]=1[O:9][CH3:10].CCN(C(C)C)C(C)C.[C:30](OC(=O)C)(=[O:32])[CH3:31]>C(Cl)Cl>[CH3:1][O:2][C:3]1[N:4]=[CH:5][C:6]([N:11]2[CH2:16][CH2:15][C:14]3[N:17]=[C:18]([NH:20][C:30](=[O:32])[CH3:31])[S:19][C:13]=3[CH2:12]2)=[N:7][C:8]=1[O:9][CH3:10]. Procedure: As shown in step 9-vi of Scheme 9, to a solution of Compound 1032 (65.4 mg, 0.223 mmol) in DCM (2 mL) was added DIEA (200 μL, 1.148 mmol) and acetic anhydride (200 μL, 2.12 mmol). The reaction solution was stirred at room temperature for 150 min and the crude produce purified by medium pressure silica gel chromatography (10 to 80% EtOAc in Hexanes) to give N-(4,5,6,7-tetrahydro-5-(5,6-dimethoxypyrazin-2-yl)thiazolo[5,4-c]pyridin-2-yl)acetamide (Compound 14, 36.8 mg) as an off white solid, which ... Starting materials: CC1=C(C=2N(C=N1)N=CN2)CCC (7-methyl-8-propyl-[1,2,4]triazolo[1,5-c]pyrimidine), BrBr (bromine). The solvent is C(C)(=O)O (acetic acid). Run at temperature 110 celsius. Yields the product BrCC1=C(C=2N(C=N1)N=CN2)CCC (7-bromomethyl-8-propyl-[1,2,4]triazolo[1,5-c]pyrimidine). RXN SMILES: [CH3:1][C:2]1[N:7]=[CH:6][N:5]2[N:8]=[CH:9][N:10]=[C:4]2[C:3]=1[CH2:11][CH2:12][CH3:13].[Br:14]Br>C(O)(=O)C>[Br:14][CH2:1][C:2]1[N:7]=[CH:6][N:5]2[N:8]=[CH:9][N:10]=[C:4]2[C:3]=1[CH2:11][CH2:12][CH3:13]. Procedure details: A mixture of 168 (523 mg, 2.75 mmol) and bromine (1.12 g, 7 mmol) in acetic acid (15 mL) is heated in a sealed tube at 110° C. over the weekend. The solvent is removed and the residue is neutralized with aqueous sodium bicarbonate and extracted with ethyl acetate. On drying, the solvent is removed and the crude is purified by PTLC (ethyl acetate:hexanes 1:1) to give the product (169). Reactants: C(C1=CC=CC=C1)(=O)N1CC(N(CC1)C(C(=O)C1=CNC2=C(N=CC=C12)Cl)=O)C (1-benzoyl-3-methyl-4-[(7-chloro-6-azaindol-3-yl)-oxoacetyl]piperazine), C1OC=2C=C(C=CC2O1)B(O)O (3,4-methylenedioxyphenyl boronic acid). The product is C(C1=CC=CC=C1)(=O)N1CC(N(CC1)C(C(=O)C1=CNC2=C(N=CC=C12)C1=CC2=C(C=C1)OCO2)=O)C (1-benzoyl-3-methyl-4-[(7-(3,4-methylenedioxyphenyl)-6-azaindol-3-yl)-oxoacetyl]piperazine). As a reaction SMILES: [C:1]([N:9]1[CH2:14][CH2:13][N:12]([C:15](=[O:28])[C:16]([C:18]2[C:26]3[C:21](=[C:22](Cl)[N:23]=[CH:24][CH:25]=3)[NH:20][CH:19]=2)=[O:17])[CH:11]([CH3:29])[CH2:10]1)(=[O:8])[C:2]1[CH:7]=[CH:6][CH:5]=[CH:4][CH:3]=1.[CH2:30]1[O:38][C:37]2[CH:36]=[CH:35][C:34](B(O)O)=[CH:33][C:32]=2[O:31]1>>[C:1]([N:9]1[CH2:14][CH2:13][N:12]([C:15](=[O:28])[C:16]([C:18]2[C:26]3[C:21](=[C:22]([C:35]4[CH:34]=[CH:33][C:32]5[O:31][CH2:30][O:38][C:37]=5[CH:36]=4)[N:23]=[CH:24][CH:25]=3)[NH:20][CH:19]=2)=[O:17])[CH:11]([CH3:29])[CH2:10]1)(=[O:8])[C:2]1[CH:7]=[CH:6][CH:5]=[CH:4][CH:3]=1. Procedure details: Example 5, was prepared according to the general method described above from 1-benzoyl-3-methyl-4-[(7-chloro-6-azaindol-3-yl)-oxoacetyl]piperazine and 3,4-methylenedioxyphenyl boronic acid, Precursor 14a-13, to provide 1-benzoyl-3-methyl-4-[(7-(3,4-methylenedioxyphenyl)-6-azaindol-3-yl)-oxoacetyl]piperazine. MS m/z: (M+H)+ Calc'd for C28H25N4O5: 497.18; found 497.03. HPLC retention time: 1.41 minutes (column B). Starting materials: [I-].[K+] (Potassium iodide), FC(OC1=CC=C(C(C(=O)O)=C1)N)(F)F (5-trifluoromethoxyanthranilic acid), Cl (HCl), N(=O)[O-].[Na+] (Sodium nitrite). Run in OS(=O)(=O)O (H2SO4), O (water), O (water), O (water). Conditions: temperature 0 celsius, time 30 minute. The product is FC(OC=1C=CC(=C(C(=O)O)C1)I)(F)F (5-trifluoromethoxy-2-iodobenzoic acid). Reaction SMILES: [F:1][C:2]([F:15])([F:14])[O:3][C:4]1[CH:12]=[C:8]([C:9]([OH:11])=[O:10])[C:7](N)=[CH:6][CH:5]=1.Cl.N([O-])=O.[Na+].[I-:21].[K+]>O.OS(O)(=O)=O>[F:1][C:2]([F:15])([F:14])[O:3][C:4]1[CH:5]=[CH:6][C:7]([I:21])=[C:8]([CH:12]=1)[C:9]([OH:11])=[O:10] |f:2.3,4.5|. Procedure details: The above 5-trifluoromethoxyanthranilic acid (68.8 g, 0.31 mol) is suspended in a mixture of concentrated HCl (50 mL) and water (300 mL), cooled to 0° C. and stirred. Sodium nitrite (24.2 g 0.35 mol) dissolved in water (50 mL) is slowly added taking care to maintain the temperature of the reaction mixture below 5° C. Stirring is continued at 0° C. for 30 minutes. Potassium iodide (91 g, 0.55 mol) is dissolved in a mixture of concentrated H2SO4 (19 mL) and water (130 mL) and added dropwise to the... Reactants: [H-].[Na+] (sodium hydride), NC1=NC(=C(C=C1Cl)C(F)(F)F)F (2-amino-3-chloro-6-fluoro-5-trifluoromethylpyridine), C(C#C)O (propargyl alcohol). Solvent: C(C)(C)(C)OC (methyl tert-butyl ether), C(C)(C)(C)OC (methyl tert-butyl ether). Yields the product NC1=NC(=C(C=C1Cl)C(F)(F)F)OCC#C (2-Amino-3-chloro-6-propargyloxy-5-trifluoromethylpyridine). As a reaction SMILES: [H-].[Na+].[CH2:3]([OH:6])[C:4]#[CH:5].[NH2:7][C:8]1[C:13]([Cl:14])=[CH:12][C:11]([C:15]([F:18])([F:17])[F:16])=[C:10](F)[N:9]=1>C(OC)(C)(C)C>[NH2:7][C:8]1[C:13]([Cl:14])=[CH:12][C:11]([C:15]([F:18])([F:17])[F:16])=[C:10]([O:6][CH2:3][C:4]#[CH:5])[N:9]=1 |f:0.1|. Procedure: 3.9 g (0.153 mol) of sodium hydride were introduced, under nitrogen, into 250 ml of methyl tert-butyl ether, with stirring, and 20 ml of propargyl alcohol were then added dropwise with stirring at 25°-30° C. over 20 minutes. After the mixture had been stirred for 30 minutes at 25° C., 32.9 g (0.153 mol) of 2-amino-3-chloro-6-fluoro-5-trifluoromethylpyridine in 100 ml of methyl tert-butyl ether were added in the course of 10 minutes and the mixture was stirred for 14 hours at 25° C. The reaction ... The yield is 7.5%. Product: ClC1=CC=C(C=C1)C1=NC(=NC(=C1)C)N1C=NC(=C1)C1=CC=C(S1)S(=O)(=O)N (5-{1-[4-(4-Chloro-phenyl)-6-methyl-pyrimidin-2-yl]-1H-imidazol-4-yl}-thiophene-2-sulfonic acid amide). Procedure: To a cooled and stirred solution of N-tert-butyl-5-{1-[6-(4-chloro-phenyl)-4-methyl-pyrimidin-2-yl]-1H-imidazol-4-yl}-thiophene-2-sulfonamide (0.15 g) in dichloromethane (4 mL) was added TFA (4 mL) and the reaction mixture was allowed to stir at room temperature for 15 h. The mixture was evaporated to dryness and saturated NaHCO3 solution (5 mL), diethyl ether and heptane were added. The mixture was stirred at room temperature for 1 h, the precipitate was collected by filtration, washed with wat... Reaction conditions: time 15 hour. Starting materials: C(C)(C)(C)NS(=O)(=O)C=1SC(=CC1)C=1N=CN(C1)C1=NC(=CC(=N1)C)C1=CC=C(C=C1)Cl (N-tert-butyl-5-{1-[6-(4-chloro-phenyl)-4-methyl-pyrimidin-2-yl]-1H-imidazol-4-yl}-thiophene-2-sulfonamide), C(=O)(C(F)(F)F)O (TFA). As a reaction SMILES: C([NH:5][S:6]([C:9]1[S:10][C:11]([C:14]2[N:15]=[CH:16][N:17]([C:19]3[N:24]=[C:23]([CH3:25])[CH:22]=[C:21]([C:26]4[CH:31]=[CH:30][C:29]([Cl:32])=[CH:28][CH:27]=4)[N:20]=3)[CH:18]=2)=[CH:12][CH:13]=1)(=[O:8])=[O:7])(C)(C)C.C(O)(C(F)(F)F)=O>ClCCl>[Cl:32][C:29]1[CH:30]=[CH:31][C:26]([C:21]2[CH:22]=[C:23]([CH3:25])[N:24]=[C:19]([N:17]3[CH:18]=[C:14]([C:11]4[S:10][C:9]([S:6]([NH2:5])(=[O:8])=[O:7])=[CH:13][CH:12]=4)[N:15]=[CH:16]3)[N:20]=2)=[CH:27][CH:28]=1. The solvent is ClCCl (dichloromethane). The reactants are CCOC(=O)CCBr, C1CCOC1, Cc1cnccn1, CC(C)NC(C)C, [Li]CCCC. Yields the product CCOC(=O)CCCc1cnccn1. As a reaction SMILES: [CH2:20]([CH3:21])[O:22][C:23]([CH2:24][CH2:25][Br:26])=[O:27].[CH2:28]1[O:29][CH2:30][CH2:31][CH2:32]1.[CH3:13][c:14]1[n:15][cH:16][cH:17][n:18][cH:19]1.[CH:6]([NH:7][CH:8]([CH3:9])[CH3:10])([CH3:11])[CH3:12].[Li:1][CH2:2][CH2:3][CH2:4][CH3:5]>>[CH2:13]([c:14]1[n:15][cH:16][cH:17][n:18][cH:19]1)[CH2:25][CH2:24][C:23]([O:22][CH2:20][CH3:21])=[O:27].